Dataset: the Open Reaction Database (ORD), a public repository of structured organic reaction records. Task: describe an organic reaction: reactants, conditions, products, and yield Starting materials: CCOC(=O)c1cnoc1-c1ccc(Cl)cc1Cl, CC(=O)O, Cl, O. The product is O=C(O)c1cnoc1-c1ccc(Cl)cc1Cl. As a reaction SMILES: [CH2:1]([CH3:2])[O:3][C:4](=[O:5])[c:6]1[cH:7][n:8][o:9][c:10]1-[c:11]1[c:12]([Cl:18])[cH:13][c:14]([Cl:17])[cH:15][cH:16]1.[CH3:19][C:20](=[O:21])[OH:22].[ClH:23].[OH2:24]>>[O:3]=[C:4]([OH:5])[c:6]1[cH:7][n:8][o:9][c:10]1-[c:11]1[c:12]([Cl:18])[cH:13][c:14]([Cl:17])[cH:15][cH:16]1. Product: CC(=O)C(=CCl)CC(C)C. As a reaction SMILES: [C:11]([Cl:12])(=[O:13])[C:15]([Cl:14])=[O:16].[CH:19]([Cl:20])([Cl:21])[Cl:22].[Na+:18].[OH-:17].[OH:1][CH:2]=[C:3]([C:4]([CH3:5])=[O:6])[CH2:7][CH:8]([CH3:9])[CH3:10]>>[CH:2](=[C:3]([C:4]([CH3:5])=[O:6])[CH2:7][CH:8]([CH3:9])[CH3:10])[Cl:14]. Reactants: O=C(Cl)C(=O)Cl, ClC(Cl)Cl, [Na+], [OH-], CC(=O)C(=CO)CC(C)C. Reactants: FC1=C(C=C2C=CN(C(C2=C1)=O)C1=CC=C(C=C1)[N+](=O)[O-])OC (7-Fluoro-6-methoxy-2-(4-nitrophenyl)-2H-isoquinolin-1-one), B(Br)(Br)Br (boron tribromide). Run in ClCCl (dichloromethane). Conditions: time 24 hour. The product is FC1=C(C=C2C=CN(C(C2=C1)=O)C1=CC=C(C=C1)[N+](=O)[O-])O (7-Fluoro-6-hydroxy-2-(4-nitro-phenyl)-2H-isoquinolin-1-one). Isolated yield 88.6%. As a reaction SMILES: [F:1][C:2]1[CH:11]=[C:10]2[C:5]([CH:6]=[CH:7][N:8]([C:13]3[CH:18]=[CH:17][C:16]([N+:19]([O-:21])=[O:20])=[CH:15][CH:14]=3)[C:9]2=[O:12])=[CH:4][C:3]=1[O:22]C.B(Br)(Br)Br>ClCCl>[F:1][C:2]1[CH:11]=[C:10]2[C:5]([CH:6]=[CH:7][N:8]([C:13]3[CH:14]=[CH:15][C:16]([N+:19]([O-:21])=[O:20])=[CH:17][CH:18]=3)[C:9]2=[O:12])=[CH:4][C:3]=1[OH:22]. Procedure: To a chilled suspension of 7-Fluoro-6-methoxy-2-(4-nitrophenyl)-2H-isoquinolin-1-one (3.14 g, 10 mmol) in dichloromethane (50 mL) was added neat boron tribromide (8 mL, 85 mmol) via syringe. The brown suspension was stirred at room temperature for 24 hr. The solvent was decanted, washed with cold DCM, leaving a black residue, which was triturated on ice with methanol (80 mL). The solid was collected by filtration, then washed with water and dried to give 2.66 g (89%) of 7-Fluoro-6-hydroxy-2-(4-n... Starting materials: C(CC(=O)[O-])(=O)OCC (ethyl malonate), [Cl-].[Al+3].[Cl-].[Cl-] (aluminium chloride), S(=O)(Cl)Cl (Thionyl chloride), [N+](=O)([O-])C1=CC=C(C=C1)CC(=O)O (4-nitrophenylacetic acid). The solvent is ClCCl (Dichloromethane), O (water), COC(C)(C)C (t-butyl methyl ether). Conditions: temperature 72.5 celsius, time 45 minute. Yields the product [N+](=O)([O-])C1=CC=C(C=C1)CC(C)=O (4-nitrophenylacetone). Isolated yield 35.2%. As a reaction SMILES: [C:1](OCC)(=O)CC([O-])=O.[Cl-].[Al+3].[Cl-].[Cl-].S(Cl)(Cl)=O.[N+:18]([C:21]1[CH:26]=[CH:25][C:24]([CH2:27][C:28]([OH:30])=O)=[CH:23][CH:22]=1)([O-:20])=[O:19]>O.COC(C)(C)C.ClCCl>[N+:18]([C:21]1[CH:22]=[CH:23][C:24]([CH2:27][C:28](=[O:30])[CH3:1])=[CH:25][CH:26]=1)([O-:20])=[O:19] |f:1.2.3.4|. Reported procedure: Dichloromethane (3 ml) and ethyl malonate (1.31 g, 8.15 mmol) were added to aluminium chloride (1.10 g, 8.28 mmol) (hereinafter, abbreviated as Solution B). Thionyl chloride (1.58 g, 13.25 mmol) was added to 4-nitrophenylacetic acid (1.00 g, 5.52 mol), followed by stirring at 70-75° C. for 45 minutes. Thionyl chloride was distilled off under reduced pressure, followed by azeotropy with toluene (3 ml) twice. Dichloromethane (3 ml) was added to the azeotropic residue to dissolve the residue, which... The reactants are OC=1C2=C(C(=NC1C(=O)OCC)I)C(=NO2)C2=CC=CC=C2 (Ethyl 7-hydroxy-4-iodo-3-phenylisoxazolo[4,5-c]pyridine-6-carboxylate), ClCC=1C2=CC=CC=C2C=C2C=CC=CC12 (9-chloromethylanthracene), C1COCCOCCOCCOCCOCCO1 (18-crown-6), C(=O)([O-])[O-].[K+].[K+] (K2CO3). Solvent: CN(C)C=O (DMF), CCOC(=O)C (EtOAc). Reaction conditions: temperature 55 celsius, time 3 hour. Product: C1=CC=CC2=CC3=CC=CC=C3C(=C12)COC=1C2=C(C(=NC1C(=O)OCC)I)C(=NO2)C2=CC=CC=C2 (Ethyl 7-(anthracen-9-ylmethoxy)-4-iodo-3-phenylisoxazolo[4,5-c]pyridine-6-carboxylate). Isolated yield 45.6%. RXN SMILES: [OH:1][C:2]1[C:3]2[O:16][N:15]=[C:14]([C:17]3[CH:22]=[CH:21][CH:20]=[CH:19][CH:18]=3)[C:4]=2[C:5]([I:13])=[N:6][C:7]=1[C:8]([O:10][CH2:11][CH3:12])=[O:9].Cl[CH2:24][C:25]1[C:26]2[C:31]([CH:32]=[C:33]3[C:38]=1[CH:37]=[CH:36][CH:35]=[CH:34]3)=[CH:30][CH:29]=[CH:28][CH:27]=2.C1OCCOCCOCCOCCOCCOC1.C([O-])([O-])=O.[K+].[K+]>CCOC(C)=O.CN(C=O)C>[CH:27]1[C:26]2[C:31](=[CH:32][C:33]3[C:38]([C:25]=2[CH2:24][O:1][C:2]2[C:3]4[O:16][N:15]=[C:14]([C:17]5[CH:22]=[CH:21][CH:20]=[CH:19][CH:18]=5)[C:4]=4[C:5]([I:13])=[N:6][C:7]=2[C:8]([O:10][CH2:11][CH3:12])=[O:9])=[CH:37][CH:36]=[CH:35][CH:34]=3)[CH:30]=[CH:29][CH:28]=1 |f:3.4.5|. Procedure details: Ethyl 7-hydroxy-4-iodo-3-phenylisoxazolo[4,5-c]pyridine-6-carboxylate (300 mg, 0.73 mmol), 9-chloromethylanthracene (249 mg, 1.10 mmol), 18-crown-6 (29 mg, 0.11 mmol) and K2CO3 (152 mg, 1.10 mmol) were added to DMF, and the mixture was stirred at 55° C. for 3 h. EtOAc (50 mL) was added and the organic layer was washed with brine and dried over MgSO4. Solvent was removed in vacuo and the crude product was purified twice by flash chromatography (0-30% EtOAc/hexanes) to give 200 mg of the title com... The reactants are Nc1ccc(Oc2ccc(Br)nn2)c(Cl)c1, O=C=NC(=O)c1ccc([N+](=O)[O-])cc1[N+](=O)[O-], C1COCCO1, O. The product is O=C(NC(=O)c1ccc([N+](=O)[O-])cc1[N+](=O)[O-])Nc1ccc(Oc2ccc(Br)nn2)c(Cl)c1. Reaction SMILES: [Br:1][c:2]1[cH:3][cH:4][c:5]([O:8][c:9]2[c:10]([Cl:16])[cH:11][c:12]([NH2:13])[cH:14][cH:15]2)[n:6][n:7]1.[N+:17](=[O:18])([O-:19])[c:20]1[c:21]([C:22](=[O:23])[N:24]=[C:25]=[O:26])[cH:27][cH:28][c:29]([N+:31](=[O:32])[O-:33])[cH:30]1.[O:35]1[CH2:36][CH2:37][O:38][CH2:39][CH2:40]1.[OH2:34]>>[Br:1][c:2]1[cH:3][cH:4][c:5]([O:8][c:9]2[c:10]([Cl:16])[cH:11][c:12]([NH:13][C:25]([NH:24][C:22]([c:21]3[c:20]([N+:17](=[O:18])[O-:19])[cH:30][c:29]([N+:31](=[O:32])[O-:33])[cH:28][cH:27]3)=[O:23])=[O:26])[cH:14][cH:15]2)[n:6][n:7]1. The reactants are O=C(O)c1cccc(B(O)O)c1, Nc1ncc2scc(Br)c2n1. The product is Nc1ncc2scc(-c3cccc(C(=O)O)c3)c2n1. Reaction SMILES: [B:12]([OH:13])([OH:14])[c:15]1[cH:16][c:17]([C:18](=[O:19])[OH:20])[cH:21][cH:22][cH:23]1.[Br:1][c:2]1[cH:3][s:4][c:5]2[c:6]1[n:7][c:8]([NH2:11])[n:9][cH:10]2>>[c:2]1(-[c:15]2[cH:16][c:17]([C:18](=[O:19])[OH:20])[cH:21][cH:22][cH:23]2)[cH:3][s:4][c:5]2[c:6]1[n:7][c:8]([NH2:11])[n:9][cH:10]2. The reactants are O=C(N=C=S)c1ccccc1, CC(C)(C)OC(=O)NCc1cccc(N)c1, O=C([O-])[O-], C1CCOC1, CO, [K+], [K+], O. The product is CC(C)(C)OC(=O)NCc1cccc(NC(N)=S)c1. As a reaction SMILES: [C:17](=[O:18])([c:19]1[cH:20][cH:21][cH:22][cH:23][cH:24]1)[N:25]=[C:26]=[S:27].[C:1]([CH3:2])([CH3:3])([CH3:4])[O:5][C:6]([NH:7][CH2:8][c:9]1[cH:10][c:11]([NH2:15])[cH:12][cH:13][cH:14]1)=[O:16].[C:30](=[O:31])([O-:32])[O-:33].[CH2:36]1[O:37][CH2:38][CH2:39][CH2:40]1.[CH3:28][OH:29].[K+:34].[K+:35].[OH2:41]>>[C:1]([CH3:2])([CH3:3])([CH3:4])[O:5][C:6]([NH:7][CH2:8][c:9]1[cH:10][c:11]([NH:15][C:26]([NH2:25])=[S:27])[cH:12][cH:13][cH:14]1)=[O:16]. The reactants are ClC1=CC=C(C=C1)C1=NSC2=C1C=CC(=C2)CCCCOS(=O)(=O)C (Methanesulfonic acid 4-[3-(4-chloro-phenyl)-benzo[d]isothiazol-6-yl]-butyl ester), CNCCC (N-Methylpropylamine). Product: ClC1=CC=C(C=C1)C1=NSC2=C1C=CC(=C2)CCCCN(CCC)C ({4-[3-(4-Chloro-phenyl)-benzo[d]isothiazol-6-yl]-butyl}-methyl-propyl-amine). RXN SMILES: [Cl:1][C:2]1[CH:7]=[CH:6][C:5]([C:8]2[C:12]3[CH:13]=[CH:14][C:15]([CH2:17][CH2:18][CH2:19][CH2:20]OS(C)(=O)=O)=[CH:16][C:11]=3[S:10][N:9]=2)=[CH:4][CH:3]=1.[CH3:26][NH:27][CH2:28][CH2:29][CH3:30]>>[Cl:1][C:2]1[CH:7]=[CH:6][C:5]([C:8]2[C:12]3[CH:13]=[CH:14][C:15]([CH2:17][CH2:18][CH2:19][CH2:20][N:27]([CH3:26])[CH2:28][CH2:29][CH3:30])=[CH:16][C:11]=3[S:10][N:9]=2)=[CH:4][CH:3]=1. Procedure: According to the method in example 23, Methanesulfonic acid 4-[3-(4-chloro-phenyl)-benzo[d]isothiazol-6-yl]-butyl ester and N-Methylpropylamine were converted to yield {4-[3-(4-Chloro-phenyl)-benzo[d]isothiazol-6-yl]-butyl}-methyl-propyl-amine, MS: 373 (MH+, 1Cl).